From a dataset of the Open Reaction Database (ORD), a public repository of structured organic reaction records. describe an organic reaction: reactants, conditions, products, and yield Starting materials: ClC=1C=CC(=C(C1)N1C(CCC1)=O)C(=O)N1CCN(CC1)C1=NC=C(C=C1C)C (1-{5-chloro-2-[4-(3,5-dimethylpyridin-2-yl)piperazine-1-carbonyl]phenyl}pyrrolidin-2-one), O1C(NCC1)=O (oxazolidin-2-one). Yields the product CC=1C(=NC=C(C1)C)N1CCN(CC1)C(=O)C1=C(C=C(C=C1)N1C(OCC1)=O)N1C(CCC1)=O (3-{4-[4-(3,5-dimethylpyridin-2-yl)piperazine-1-carbonyl]-3-(2-oxopyrrolidin-1-yl)phenyl}oxazolidin-2-one). The yield is 10.4%. RXN SMILES: Cl[C:2]1[CH:3]=[CH:4][C:5]([C:14]([N:16]2[CH2:21][CH2:20][N:19]([C:22]3[C:27]([CH3:28])=[CH:26][C:25]([CH3:29])=[CH:24][N:23]=3)[CH2:18][CH2:17]2)=[O:15])=[C:6]([N:8]2[CH2:12][CH2:11][CH2:10][C:9]2=[O:13])[CH:7]=1.[O:30]1[CH2:34][CH2:33][NH:32][C:31]1=[O:35]>>[CH3:28][C:27]1[C:22]([N:19]2[CH2:20][CH2:21][N:16]([C:14]([C:5]3[CH:4]=[CH:3][C:2]([N:32]4[CH2:33][CH2:34][O:30][C:31]4=[O:35])=[CH:7][C:6]=3[N:8]3[CH2:12][CH2:11][CH2:10][C:9]3=[O:13])=[O:15])[CH2:17][CH2:18]2)=[N:23][CH:24]=[C:25]([CH3:29])[CH:26]=1. Procedure: By reaction and treatment in the same manner as in Example 201 and using 1-{5-chloro-2-[4-(3,5-dimethylpyridin-2-yl)piperazine-1-carbonyl]phenyl}pyrrolidin-2-one (206 mg) described in Preparation Example 121 and oxazolidin-2-one (43.5 mg), the title compound (24.1 mg) was obtained.